This data is from the Open Reaction Database (ORD), a public repository of structured organic reaction records. The task is: describe an organic reaction: reactants, conditions, products, and yield The reactants are CCCCCCCCON=C(C(C)=O)C(=O)OCC, CC(=O)O, O=S(=O)(Cl)Cl. Product: CCCCCCCCON=C(C(=O)CCl)C(=O)OCC. RXN SMILES: [CH2:1]([CH2:2][CH2:3][CH2:4][CH2:5][CH2:6][CH2:7][CH3:8])[O:9][N:10]=[C:11]([C:12](=[O:13])[O:14][CH2:15][CH3:16])[C:17]([CH3:18])=[O:19].[CH3:25][C:26](=[O:27])[OH:28].[S:20]([Cl:21])(=[O:22])([Cl:23])=[O:24]>>[CH2:1]([CH2:2][CH2:3][CH2:4][CH2:5][CH2:6][CH2:7][CH3:8])[O:9][N:10]=[C:11]([C:12](=[O:13])[O:14][CH2:15][CH3:16])[C:17]([CH2:18][Cl:23])=[O:19].